This data is from the Open Reaction Database (ORD), a public repository of structured organic reaction records. The task is: describe an organic reaction: reactants, conditions, products, and yield The reactants are C1CCOC1, [Cl-], ClC=CCCl, NC(=O)C(F)(F)F, [H-], [NH4+], [Na+], O. Yields the product O=C(NCC=CCl)C(F)(F)F. Reaction SMILES: [CH2:17]1[O:18][CH2:19][CH2:20][CH2:21]1.[Cl-:15].[Cl:10][CH:11]=[CH:12][CH2:13][Cl:14].[F:1][C:2]([C:3](=[O:4])[NH2:5])([F:6])[F:7].[H-:8].[NH4+:16].[Na+:9].[OH2:22]>>[F:1][C:2]([C:3](=[O:4])[NH:5][CH2:13][CH:12]=[CH:11][Cl:10])([F:6])[F:7]. Reactants: C=CC=C (butadiene), O (water). Yields the product C(=CC=CCCCC)O (octadienol). RXN SMILES: [CH2:1]=[CH:2][CH:3]=[CH2:4].[OH2:5]>>[CH:1]([OH:5])=[CH:2][CH:3]=[CH:4][CH2:1][CH2:2][CH2:3][CH3:4]. Procedure: U.S. Pat. Nos. 4,356,333 and 4,417,079 and EP-A 436 226 describe a two-phase system for the telomerization of butadiene with water to give octadienol. The reaction is carried out in a water/sulfolane mixture from which the octadienols formed precipitate. The palladium catalyst is retained in the sulfolane phase by means of monosulfonated triphenylphosphine (TPPMS). The reactants are C(C)(=O)OC1=CC=CC=2NC(COC21)=O (8-acetoxy-3-oxo-3,4-dihydro-2H-1,4-benzoxazine), C(CC(O)(C(=O)O)CC(=O)O)(=O)O (citric acid), [H-].[Na+] (sodium hydride), C1(=CC=CC=C1)C(OCCBr)C1=CC=CC=C1 (2-diphenylmethoxyethyl bromide). The solvent is CN(C)C=O (DMF), C1CCOC1 (THF). Conditions: time 1 hour. The product is C(C)(=O)OC1=CC=CC=2N(C(COC21)=O)CCOC(C2=CC=CC=C2)C2=CC=CC=C2 (8-acetoxy-4-(2-(diphenylmethoxy)ethyl)-3-oxo-3,4-dihydro-2H-1,4-benzoxazine). The yield is 63.8%. As a reaction SMILES: [H-].[Na+].[C:3]([O:6][C:7]1[C:16]2[O:15][CH2:14][C:13](=[O:17])[NH:12][C:11]=2[CH:10]=[CH:9][CH:8]=1)(=[O:5])[CH3:4].[C:18]1([CH:24]([C:29]2[CH:34]=[CH:33][CH:32]=[CH:31][CH:30]=2)[O:25][CH2:26][CH2:27]Br)[CH:23]=[CH:22][CH:21]=[CH:20][CH:19]=1.C(O)(=O)CC(CC(O)=O)(C(O)=O)O>CN(C=O)C.C1COCC1>[C:3]([O:6][C:7]1[C:16]2[O:15][CH2:14][C:13](=[O:17])[N:12]([CH2:27][CH2:26][O:25][CH:24]([C:29]3[CH:34]=[CH:33][CH:32]=[CH:31][CH:30]=3)[C:18]3[CH:23]=[CH:22][CH:21]=[CH:20][CH:19]=3)[C:11]=2[CH:10]=[CH:9][CH:8]=1)(=[O:5])[CH3:4] |f:0.1|. Reported procedure: Anhydrous THF (15 ml) was added to sodium hydride (106 mg) to form a suspension, and a solution of 8-acetoxy-3-oxo-3,4-dihydro-2H-1,4-benzoxazine (498 mg) in anhydrous DMF (5 ml) was added to the resulting suspension, and the mixture was stirred at room temperature for 1 hour. 2-diphenylmethoxyethyl bromide (980 mg) was added to the mixture, and the mixture was stirred at room temperature overnight. The reaction solution was poured into a 3% citric acid aqueous solution, and then extracted with ...